From a dataset of the Open Reaction Database (ORD), a public repository of structured organic reaction records. describe an organic reaction: reactants, conditions, products, and yield The reactants are Cl.NC(C(=O)OCC1=CC=CC=C1)(C)C (Benzyl 2-amino-2-methylpropionate hydrochloride). Run in C(C)(=O)OCC (ethyl acetate). Yields the product NC(C(=O)OCC1=CC=CC=C1)(C)C (Benzyl 2-amino-2-methylpropionate). The yield is 96.4%. Reaction SMILES: Cl.[NH2:2][C:3]([CH3:15])([CH3:14])[C:4]([O:6][CH2:7][C:8]1[CH:13]=[CH:12][CH:11]=[CH:10][CH:9]=1)=[O:5]>C(OCC)(=O)C>[NH2:2][C:3]([CH3:15])([CH3:14])[C:4]([O:6][CH2:7][C:8]1[CH:13]=[CH:12][CH:11]=[CH:10][CH:9]=1)=[O:5] |f:0.1|. Procedure details: Benzyl 2-amino-2-methylpropionate hydrochloride (1.48 g) was dissolved in ethyl acetate (60 mL) and a saturated aqueous sodium hydrogen carbonate solution (20 mL), and the organic layer was separated. The organic layer was washed with brine, and dried over anhydrous magnesium sulfate. The solvent was removed under reduced pressure to give the title compound (1.2 g). The product is ClC=1C=C2C=3C=CN=CC3NC2=C(C1)NC(=O)[C@H]1[C@H](CCC1)N (cis-2-amino-cyclopentanecarboxylic acid (6-chloro-9H-β-carbolin-8-yl)-amide). Isolated yield 106.1%. As a reaction SMILES: [Cl:1][C:2]1[CH:3]=[C:4]2[C:12](=[C:13]([NH:15][C:16]([CH:18]3[CH2:22][CH2:21][CH2:20][CH:19]3[NH:23]C(OC(C)(C)C)=O)=[O:17])[CH:14]=1)[NH:11][C:10]1[CH:9]=[N:8][CH:7]=[CH:6][C:5]2=1>FC(F)(F)C(O)=O>[Cl:1][C:2]1[CH:3]=[C:4]2[C:12](=[C:13]([NH:15][C:16]([C@@H:18]3[CH2:22][CH2:21][CH2:20][C@@H:19]3[NH2:23])=[O:17])[CH:14]=1)[NH:11][C:10]1[CH:9]=[N:8][CH:7]=[CH:6][C:5]2=1. Starting materials: ClC=1C=C2C=3C=CN=CC3NC2=C(C1)NC(=O)C1C(CCC1)NC(=O)OC(C)(C)C (2-(tert-butoxycarbonylamino)-cyclopentanecarboxylic acid (6-chloro-9H-β-carbolin-8-yl) amide). Run at time 30 minute. Reported procedure: A solution of 2-(tert-butoxycarbonylamino)-cyclopentanecarboxylic acid (6-chloro-9H-β-carbolin-8-yl) amide (736 mg, 1.72 mmol) in trifluoroacetic acid (5 ml) was stirred at RT for 20 min, then concentrated to an orange oil. The oil was dissolved in MeOH (5 ml) and neutralized with a saturated aqueous sodium bicarbonate solution (25 ml). The resulting mixture was further diluted with H2O (25 ml) and EtOAc (100 ml). The aqueous layer was removed and extracted with EtOAc (100 ml). The organic layer... Solvent: FC(C(=O)O)(F)F (trifluoroacetic acid).